Task: describe an organic reaction: reactants, conditions, products, and yield. Dataset: the Open Reaction Database (ORD), a public repository of structured organic reaction records Reactants: C(O)([O-])=O.[Na+] (Sodium hydrogen carbonate), C(C)OC(=O)C1(CNCC1)COC1=CC=C(C=C1)C1=CC=C(C=C1)F (3-(4′-fluoro-biphenyl-4-yloxymethyl)-pyrrolidine-3-carboxylic acid ethyl ester), 2-Methoxy phenyl chloroformate. The solvent is ClCCl (dichloromethane). Reaction conditions: temperature 0 celsius, time 16 hour. Product: COC1=C(C=CC=C1)OC(=O)N1CC(CC1)(C(=O)OCC)COC1=CC=C(C=C1)C1=CC=C(C=C1)F (3-(4′-Fluoro-biphenyl-4-yloxymethyl)-pyrrolidine-1,3-dicarboxylic acid 3-ethyl ester 1-(2-methoxy-phenyl) ester). The yield is 146.7%. Reaction SMILES: [C:1](=[O:4])([O-:3])O.[Na+].[CH2:6]([O:8][C:9]([C:11]1([CH2:16][O:17][C:18]2[CH:23]=[CH:22][C:21]([C:24]3[CH:29]=[CH:28][C:27]([F:30])=[CH:26][CH:25]=3)=[CH:20][CH:19]=2)[CH2:15][CH2:14][NH:13][CH2:12]1)=[O:10])[CH3:7]>ClCCl>[CH3:16][O:17][C:18]1[CH:23]=[CH:22][CH:21]=[CH:20][C:19]=1[O:3][C:1]([N:13]1[CH2:14][CH2:15][C:11]([CH2:16][O:17][C:18]2[CH:23]=[CH:22][C:21]([C:24]3[CH:25]=[CH:26][C:27]([F:30])=[CH:28][CH:29]=3)=[CH:20][CH:19]=2)([C:9]([O:8][CH2:6][CH3:7])=[O:10])[CH2:12]1)=[O:4] |f:0.1|. Reported procedure: Sodium hydrogen carbonate (244 mg, 2.9 mmol) was added to a stirred solution of 3-(4′-fluoro-biphenyl-4-yloxymethyl)-pyrrolidine-3-carboxylic acid ethyl ester (see Preparation 65) (200 mg, 0.58 mmol) in dichloromethane (10 mL) and the resulting mixture cooled to 0° C. 2-Methoxy phenyl chloroformate (0.09 mL, 0.64 mmol) was added and the reaction mixture stirred at room temperature for 16 hours. The mixture was partitioned between water (25 mL) and dichloromethane (25 mL). The organic layer was s...